describe an organic reaction: reactants, conditions, products, and yield From a dataset of the Open Reaction Database (ORD), a public repository of structured organic reaction records. Starting materials: CC1=C(N=C(O1)C1=CC=CC=C1)CCO (2-(5-methyl-2-phenyl-oxazol-4-yl)-ethanol), C1(=CC=CC=C1)P(C1=CC=CC=C1)C1=CC=CC=C1 (triphenylphosphine), N(=NC(=O)OC(C)(C)C)C(=O)OC(C)(C)C (DBAD), C(C)OC(C(CC1=C(C=C(C=C1)O)OCC)OCC)=O ([rac]-2-ethoxy-3-(2-ethoxy-4-hydroxy-phenyl)-propionic acid ethyl ester). Run in O1CCCC1 (tetrahydrofuran). Product: C(C)OC(C(CC1=C(C=C(C=C1)OCCC=1N=C(OC1C)C1=CC=CC=C1)OCC)OCC)=O ([rac]-2-ethoxy-3-{2-ethoxy-4-[2-(5-methyl-2-phenyl-oxazol-4-yl)-ethoxy]-phenyl}-propionic acid ethyl ester). Reaction SMILES: [CH2:1]([O:3][C:4](=[O:20])[CH:5]([O:17][CH2:18][CH3:19])[CH2:6][C:7]1[CH:12]=[CH:11][C:10]([OH:13])=[CH:9][C:8]=1[O:14][CH2:15][CH3:16])[CH3:2].[CH3:21][C:22]1[O:26][C:25]([C:27]2[CH:32]=[CH:31][CH:30]=[CH:29][CH:28]=2)=[N:24][C:23]=1[CH2:33][CH2:34]O.C1(P(C2C=CC=CC=2)C2C=CC=CC=2)C=CC=CC=1.N(C(OC(C)(C)C)=O)=NC(OC(C)(C)C)=O>O1CCCC1>[CH2:1]([O:3][C:4](=[O:20])[CH:5]([O:17][CH2:18][CH3:19])[CH2:6][C:7]1[CH:12]=[CH:11][C:10]([O:13][CH2:34][CH2:33][C:23]2[N:24]=[C:25]([C:27]3[CH:32]=[CH:31][CH:30]=[CH:29][CH:28]=3)[O:26][C:22]=2[CH3:21])=[CH:9][C:8]=1[O:14][CH2:15][CH3:16])[CH3:2]. Procedure: In analogy to the procedure described in example 7 c], [rac]-2-ethoxy-3-(2-ethoxy-4-hydroxy-phenyl)-propionic acid ethyl ester (example 47 c]) was reacted with 2-(5-methyl-2-phenyl-oxazol-4-yl)-ethanol in tetrahydrofuran in the presence of triphenylphosphine and DBAD (di-tert-butyl azodicarboxylate) to yield [rac]-2-ethoxy-3-{2-ethoxy-4-[2-(5-methyl-2-phenyl-oxazol-4-yl)-ethoxy]-phenyl}-propionic acid ethyl ester, which was further saponified in analogy to the procedure described in example 1 g]... The reactants are CCN1CCNCC1=O, CS(=O)(=O)OCCOc1ccc(C2CCN(C3=Nn4c(nnc4C(F)(F)F)CC3)CC2)cc1, CCN(C(C)C)C(C)C, ClCCl, CN(C)C=O. Product: CCN1CCN(CCOc2ccc(C3CCN(C4=Nn5c(nnc5C(F)(F)F)CC4)CC3)cc2)CC1=O. As a reaction SMILES: [CH2:43]([CH3:44])[N:45]1[C:46](=[O:51])[CH2:47][NH:48][CH2:49][CH2:50]1.[CH3:10][S:11]([O:12][CH2:15][CH2:16][O:17][c:18]1[cH:19][cH:20][c:21]([CH:24]2[CH2:25][CH2:26][N:27]([C:30]3=[N:35][n:34]4[c:33]([n:38][n:37][c:36]4[C:39]([F:40])([F:41])[F:42])[CH2:32][CH2:31]3)[CH2:28][CH2:29]2)[cH:22][cH:23]1)(=[O:13])=[O:14].[CH:1]([N:2]([CH2:3][CH3:4])[CH:5]([CH3:6])[CH3:7])([CH3:8])[CH3:9].[Cl:57][CH2:58][Cl:59].[O:52]=[CH:53][N:54]([CH3:55])[CH3:56]>>[CH2:15]([CH2:16][O:17][c:18]1[cH:19][cH:20][c:21]([CH:24]2[CH2:25][CH2:26][N:27]([C:30]3=[N:35][n:34]4[c:33]([n:38][n:37][c:36]4[C:39]([F:40])([F:41])[F:42])[CH2:32][CH2:31]3)[CH2:28][CH2:29]2)[cH:22][cH:23]1)[N:48]1[CH2:47][C:46](=[O:51])[N:45]([CH2:43][CH3:44])[CH2:50][CH2:49]1. Starting materials: CC(C)(C)OC(=O)NCCCCNC(=O)CCl, CN(C)C=O, [H-], [Na+], Cc1cc2ccc(O)cc2[nH]1. The product is Cc1cc2ccc(OCC(=O)NCCCCNC(=O)OC(C)(C)C)cc2[nH]1. Reaction SMILES: [C:14]([CH3:15])([CH3:16])([CH3:17])[O:18][C:19](=[O:20])[NH:21][CH2:22][CH2:23][CH2:24][CH2:25][NH:26][C:27]([CH2:28][Cl:29])=[O:30].[CH3:31][N:32]([CH3:33])[CH:34]=[O:35].[H-:1].[Na+:2].[OH:3][c:4]1[cH:5][cH:6][c:7]2[cH:8][c:9]([CH3:13])[nH:10][c:11]2[cH:12]1>>[O:3]([c:4]1[cH:5][cH:6][c:7]2[cH:8][c:9]([CH3:13])[nH:10][c:11]2[cH:12]1)[CH2:28][C:27]([NH:26][CH2:25][CH2:24][CH2:23][CH2:22][NH:21][C:19]([O:18][C:14]([CH3:15])([CH3:16])[CH3:17])=[O:20])=[O:30]. Starting materials: C(CCCCC)OC=1C(=CC=2C(=CCC(C2C1)(C)C)C)NC1=CC=C(C(=O)OCC)C=C1 (ethyl 4-(3-n-hexyloxy-5,5,8-trimethyl-5,6-dihydronaphthalen-2-ylamino)benzoate), C(CCCCC)OC=1C(=CC=2C(=CCC(C2C1)(C)C)C)NC1=CC=C(C(=O)OCC)C=C1 (ethyl 4-(3-n-hexyloxy-5,5,8-trimethyl-5,6-dihydronaphthalen-2-ylamino)benzoate), C(C)=O (acetaldehyde). Yields the product C(C)N(C1=CC=C(C(=O)OCC)C=C1)C1=CC=2C(=CCC(C2C=C1OCCCCCC)(C)C)C (Ethyl 4-[ethyl-(3-n-hexyloxy-5,5,8-trimethyl-5,6-dihydronaphthalen-2-yl)amino]benzoate). Yield: 100.0%. As a reaction SMILES: [CH2:1]([O:7][C:8]1[C:9]([NH:21][C:22]2[CH:32]=[CH:31][C:25]([C:26]([O:28][CH2:29][CH3:30])=[O:27])=[CH:24][CH:23]=2)=[CH:10][C:11]2[C:12]([CH3:20])=[CH:13][CH2:14][C:15]([CH3:19])([CH3:18])[C:16]=2[CH:17]=1)[CH2:2][CH2:3][CH2:4][CH2:5][CH3:6].[CH:33](=O)[CH3:34]>>[CH2:33]([N:21]([C:9]1[C:8]([O:7][CH2:1][CH2:2][CH2:3][CH2:4][CH2:5][CH3:6])=[CH:17][C:16]2[C:15]([CH3:19])([CH3:18])[CH2:14][CH:13]=[C:12]([CH3:20])[C:11]=2[CH:10]=1)[C:22]1[CH:23]=[CH:24][C:25]([C:26]([O:28][CH2:29][CH3:30])=[O:27])=[CH:31][CH:32]=1)[CH3:34]. Procedure: Following General Procedure D ethyl 4-(3-n-hexyloxy-5,5,8-trimethyl-5,6-dihydronaphthalen-2-ylamino)benzoate (Compound 112, 0.03 g, 0.07 mmol) was reacted with acetaldehyde and the resulting crude product, residue was purified by flash column chromatography (hexane:ethyl acetate=4:1) to afford 0.030 g (100%) of the title compound as a yellow oil. The reactants are CSC1=CC=NC=C1 (4-methylthiopyridine), Cl.CN(CCCl)C (2-dimethylaminoethyl chloride hydrochloride). Run in CCO (EtOH). Product: [Cl-].CN(CC[N+]1=CC=C(C=C1)SC)C (1-(2-dimethylaminoethyl)-4-methylthiopyridinium chloride). Reaction SMILES: [CH3:1][S:2][C:3]1[CH:8]=[CH:7][N:6]=[CH:5][CH:4]=1.Cl.[CH3:10][N:11]([CH3:15])[CH2:12][CH2:13][Cl:14]>CCO>[Cl-:14].[CH3:10][N:11]([CH3:15])[CH2:12][CH2:13][N+:6]1[CH:7]=[CH:8][C:3]([S:2][CH3:1])=[CH:4][CH:5]=1 |f:1.2,4.5|. Procedure: The starting material may be obtained as follows: Reaction of 4-methylthiopyridine with one equivalent of 2-dimethylaminoethyl chloride hydrochloride in EtOH at reflux for 18 hours gave 1-(2-dimethylaminoethyl)-4-methylthiopyridinium chloride. n.m.r. in solvent B: 2.7(s, 3H); 2.87(s, 6H); 3.75(t, 2H); 4.92(t, 2H); 7.98(d, 2H); 8.84(d, 2H). Oxidation of this compound with metachlorperbenzoic acid in CH2Cl2 /TFA at 0° to ambient temperature for 40 minutes gave 1-(2-dimethylaminoethyl)-4-methanesul... Starting materials: CC1(CC=C(C=2C=CC(=CC12)C#CC1=CC=C(C(=O)O)C=C1)S(=O)(=O)CC)C (4- (7,8-dihydro-8,8-dimethyl-5-ethylsulfonylnaphth-2-ylethynyl)benzoic acid), CC1(CC=C(C=2C=CC(=CC12)C#CC1=CC=C(C(=O)O)C=C1)S(=O)(=O)CC)C (4- (7,8-dihydro-8,8-dimethyl-5-ethylsulfonylnaphth-2-ylethynyl)benzoic acid), CC1(CC=C(C=2C=C(C=CC12)C#CC1=CC=C(C(=O)O)C=C1)SCC)C (4-[(7,8-dihydro-8,8-dimethyl-5-ethylthionaphth-3-yl)ethynyl]benzoic acid), CC1(CC=C(C=2C=C(C=CC12)C#CC1=CC=C(C(=O)O)C=C1)SCC)C (4-[(7,8-dihydro-8,8-dimethyl-5-ethylthionaphth-3-yl)ethynyl]benzoic acid). Yields the product CC1(CC=C(C=2C=C(C=CC12)C#CC1=CC=C(C(=O)O)C=C1)S(=O)(=O)CC)C (4-[(7,8-dihydro-8,8-dimethyl-5-ethylsulfonylnaphth-3-yl)ethynyl]benzoic acid). RXN SMILES: [CH3:1][C:2]1([CH3:28])[C:11]2[CH:10]=[C:9](C#CC3C=CC(C(O)=O)=CC=3)[CH:8]=[CH:7][C:6]=2[C:5]([S:23]([CH2:26][CH3:27])(=[O:25])=[O:24])=[CH:4][CH2:3]1.CC1(C)C2C=CC([C:40]#[C:41][C:42]3[CH:50]=[CH:49][C:45]([C:46]([OH:48])=[O:47])=[CH:44][CH:43]=3)=CC=2C(SCC)=CC1>>[CH3:1][C:2]1([CH3:28])[C:11]2[CH:10]=[CH:9][C:8]([C:40]#[C:41][C:42]3[CH:50]=[CH:49][C:45]([C:46]([OH:48])=[O:47])=[CH:44][CH:43]=3)=[CH:7][C:6]=2[C:5]([S:23]([CH2:26][CH3:27])(=[O:24])=[O:25])=[CH:4][CH2:3]1. Reported procedure: Employing the same general procedure as for the preparation of 4- (7,8-dihydro-8,8-dimethyl-5-ethylsulfonylnaphth-2-ylethynyl)benzoic acid (Compound 150), 25 mg (0.07 mmol) of 4-[(7,8-dihydro-8,8-dimethyl-5-ethylthionaphth-3-yl)ethynyl]benzoic acid (Compound 152) was converted to the title compound (white solid, recrystallized from ethyl alcohol) using 95 mg (0.28 mmol) of 50% 3-chloroperoxybenzoic acid. The reactants are CC(=O)CC(=O)OC(C)(C)C, Cc1ccccc1, [Cl-], COC(=O)c1ccc(Cl)c(C(=O)O)c1Cl, Cl. Yields the product COC(=O)c1ccc(Cl)c(C(=O)C(C(C)=O)C(=O)OC(C)(C)C)c1Cl. Reaction SMILES: [C:1]([CH3:2])([CH3:3])([CH3:4])[O:5][C:6]([CH2:7][C:8](=[O:9])[CH3:10])=[O:11].[CH3:29][c:30]1[cH:31][cH:32][cH:33][cH:34][cH:35]1.[Cl-:12].[Cl:13][c:14]1[c:15]([C:16](=[O:17])[OH:18])[c:19]([Cl:27])[cH:20][cH:21][c:22]1[C:23](=[O:24])[O:25][CH3:26].[ClH:28]>>[C:1]([CH3:2])([CH3:3])([CH3:4])[O:5][C:6]([CH:7]([C:8](=[O:9])[CH3:10])[C:16]([c:15]1[c:14]([Cl:13])[c:22]([C:23](=[O:24])[O:25][CH3:26])[cH:21][cH:20][c:19]1[Cl:27])=[O:17])=[O:11].